Dataset: the Open Reaction Database (ORD), a public repository of structured organic reaction records. Task: describe an organic reaction: reactants, conditions, products, and yield Starting materials: CCO[Si](C)(C)C(C)CC(C)(C)C(=O)O[Si](CC)(CC)CC, C[O-], CO, [Na+]. The product is CC[Si](CC)(CC)OC. Reaction SMILES: [CH3:1][C:2]([C:3]([O:5][Si:6]([CH2:7][CH3:8])([CH2:9][CH3:10])[CH2:11][CH3:12])=[O:22])([CH3:4])[CH2:13][CH:14]([Si:15]([O:16][CH2:17][CH3:18])([CH3:19])[CH3:20])[CH3:21].[CH3:23][O-:24].[CH3:26][OH:27].[Na+:25]>>[CH3:3][O:5][Si:6]([CH2:7][CH3:8])([CH2:9][CH3:10])[CH2:11][CH3:12]. The product is COc1cc2ncnc(Nc3ccc(Cl)cc3)c2cc1O. The reactants are COc1cc2ncnc(Nc3ccc(Cl)cc3)c2cc1OC(C)=O, CO, [NH4+], [OH-]. As a reaction SMILES: [C:1](=[O:2])([CH3:3])[O:4][c:5]1[cH:6][c:7]2[c:8]([NH:17][c:18]3[cH:19][cH:20][c:21]([Cl:24])[cH:22][cH:23]3)[n:9][cH:10][n:11][c:12]2[cH:13][c:14]1[O:15][CH3:16].[CH3:27][OH:28].[NH4+:26].[OH-:25]>>[OH:4][c:5]1[cH:6][c:7]2[c:8]([NH:17][c:18]3[cH:19][cH:20][c:21]([Cl:24])[cH:22][cH:23]3)[n:9][cH:10][n:11][c:12]2[cH:13][c:14]1[O:15][CH3:16]. The reactants are COc1cccc(C(F)(F)F)c1 (substrate), Cc1ccc([Mg]Br)cc1 (effective_coupling_partner). The reagents and catalysts are PCy3. Conditions: temperature 60 celsius, time 15 hour. Product: Cc2ccc(c1cccc(C(F)(F)F)c1)cc2. Starting materials: C1OC23[C@]4(C)[C@@H](CC2(OCCO3)OC1)[C@@H]1CC([C@]3(CCCC[C@]3(C)[C@H]1CC4)O)=C (17,17-bis(ethylendioxy)-5α-hydroxy-6-methyleneandrostane), C(#N)[C@H]1C[C@H]2[C@@H]3CCC([C@@]3(C)CC[C@@H]2[C@]2(CCC(CC12)=O)C)=O (6α-cyanoandrostane-3,17-dione). Yields the product O[C@]12C(C[C@H]3[C@@H]4CCC([C@@]4(C)CC[C@@H]3[C@]2(CCC(C1)=O)C)=O)=C (5α-Hydroxy-6-methylenandrostan-3,17-dione). Yield: 78.0%. As a reaction SMILES: C1COC23OCCOC2([C@]2(CC[C@H]4[C@@H](CC(=C)[C@]5(O)[C@]4(C)CCCC5)[C@@H]2C3)C)[O:2]1.[C:30]([C@@H:32]1[CH:49]2[C@:44]([CH3:51])([CH2:45][CH2:46][C:47](=[O:50])[CH2:48]2)[C@@H:43]2[C@H:34]([C@H:35]3[C@@:39]([CH2:41][CH2:42]2)([CH3:40])[C:38](=[O:52])[CH2:37][CH2:36]3)[CH2:33]1)#N>>[OH:2][C@:49]12[CH2:48][C:47](=[O:50])[CH2:46][CH2:45][C@:44]1([CH3:51])[C@@H:43]1[C@H:34]([C@H:35]3[C@@:39]([CH2:41][CH2:42]1)([CH3:40])[C:38](=[O:52])[CH2:37][CH2:36]3)[CH2:33][C:32]2=[CH2:30]. Reported procedure: The title compound II-bo was prepared in 78% yield from 3,3:17,17-bis(ethylendioxy)-5α-hydroxy-6-methyleneandrostane by the procedure described above for the preparation of 6α-cyanoandrostane-3,17-dione (II-ac, Prepn. 3). The combined organic extracts were washed with H2O, dried over Na2SO4 and evaporated to dryness. 1H-NMR (300 MHz, DMSO-d6, ppm from TMS): δ 4.93 (s, 1H), 4.83 (m, 1H), 4.60 (m, 1H), 2.83 (d, 1H), 2.90-1.10 (m, 18H), 0.95 (s, 3H), 0.77 (s, 3H). Reagents/catalysts: CN(C)C=O (DMF). Procedure details: (The following reaction is done in an anhydrous N2 atmosphere.) Dissolve 3′,4′,5′-Trimethoxy-biphenyl-2-carboxylic acid (83) (54 mg, 0.18 mmol) in anhydrous DCM (1.3 mL) and add anhydrous DMF (1 drop, cat. amount). Then add slowly oxalyl chloride (21 μL, 0.24 mmol) by keeping temperature at ca. 20° C. with a water bath and stir the turbid mixture for additional 2 h at rt. Remove solvent and dry in vacuum to obtain crude 3′,4′,5′-Trimethoxy-biphenyl-2-carbonyl chloride (84) as a yellow solid. No ... RXN SMILES: N#N.[CH3:3][O:4][C:5]1[CH:6]=[C:7]([C:15]2[C:16]([C:21]([OH:23])=O)=[CH:17][CH:18]=[CH:19][CH:20]=2)[CH:8]=[C:9]([O:13][CH3:14])[C:10]=1[O:11][CH3:12].C(Cl)(=O)C([Cl:27])=O>C(Cl)Cl.CN(C=O)C>[CH3:3][O:4][C:5]1[CH:6]=[C:7]([C:15]2[C:16]([C:21]([Cl:27])=[O:23])=[CH:17][CH:18]=[CH:19][CH:20]=2)[CH:8]=[C:9]([O:13][CH3:14])[C:10]=1[O:11][CH3:12]. Yields the product COC=1C=C(C=C(C1OC)OC)C=1C(=CC=CC1)C(=O)Cl (3′,4′,5′-Trimethoxy-biphenyl-2-carbonyl chloride). Starting materials: N#N (N2), COC=1C=C(C=C(C1OC)OC)C=1C(=CC=CC1)C(=O)O (3′,4′,5′-Trimethoxy-biphenyl-2-carboxylic acid), C(C(=O)Cl)(=O)Cl (oxalyl chloride). Conditions: time 2 hour. The solvent is C(Cl)Cl (DCM). Starting materials: BrB(Br)Br, COc1ccc(CCC2CCC(O)CC2)cc1, ClCCl. Product: Oc1ccc(CCC2CCC(O)CC2)cc1. As a reaction SMILES: [B:18]([Br:19])([Br:20])[Br:21].[CH3:1][O:2][c:3]1[cH:4][cH:5][c:6]([CH2:9][CH2:10][CH:11]2[CH2:12][CH2:13][CH:14]([OH:17])[CH2:15][CH2:16]2)[cH:7][cH:8]1.[Cl:22][CH2:23][Cl:24]>>[OH:2][c:3]1[cH:4][cH:5][c:6]([CH2:9][CH2:10][CH:11]2[CH2:12][CH2:13][CH:14]([OH:17])[CH2:15][CH2:16]2)[cH:7][cH:8]1.